Dataset: the Open Reaction Database (ORD), a public repository of structured organic reaction records. Task: describe an organic reaction: reactants, conditions, products, and yield Reactants: C(CCC)Br (butyl bromide), C(CCC)[Sn](CCCC)(CCCC)Br (tributyltinbromide), C(CCC)[Sn](CCCC)(Br)Br (dibutyltin dibromide), C(CCC)N(CCCC)CCCC (tributylamine), [Sn] (tin). Product: [Sn](CCCC)(CCCC)(CCCC)Br.[Sn](Br)(Br)(CCCC)CCCC (Bu3SnBr Bu2SnBr2). RXN SMILES: [CH2:1]([Sn:5]([Br:14])([CH2:10][CH2:11][CH2:12][CH3:13])[CH2:6][CH2:7][CH2:8][CH3:9])[CH2:2][CH2:3][CH3:4].[CH2:15]([Sn:19]([Br:25])([Br:24])[CH2:20][CH2:21][CH2:22][CH3:23])[CH2:16][CH2:17][CH3:18].C(N(CCCC)CCCC)CCC.[Sn].C(Br)CCC>>[Sn:5]([Br:14])([CH2:6][CH2:7][CH2:8][CH3:9])([CH2:10][CH2:11][CH2:12][CH3:13])[CH2:1][CH2:2][CH2:3][CH3:4].[Sn:19]([CH2:20][CH2:21][CH2:22][CH3:23])([CH2:15][CH2:16][CH2:17][CH3:18])([Br:25])[Br:24] |f:5.6,^3:38|. Reported procedure: Crude tributyltinbromide (Bu3SnBr) containing up to 28% dibutyltin dibromide (Bu2SnBr2), and halogenotin complex by-product were prepared in a series of experiments. These involved heating tributylamine (Bu3N) with the tin and adding butyl bromide (BuBr) at a rate which maintained the reaction temperature (130°-140°). When this addition was complete the reaction mass was maintained at 130°-140° for several hours. Excess BuBr was removed by distillation. After cooling to about 60°-80° the reactio...